This data is from the Open Reaction Database (ORD), a public repository of structured organic reaction records. The task is: describe an organic reaction: reactants, conditions, products, and yield Starting materials: ClC=1C=C(C=CC1Cl)C(CC=O)C1N(C(C2=CC(=CC=C12)OC)=O)C (3-(3,4-Dichlorophenyl)-3-(5-methoxy-2-methyl-3-oxo-2,3-dihydro-1H-isoindol-1-yl)propionaldehyde), CS(=O)C1=NC=CC=C1C1CCNCC1 (4-(2-methylsulfinyl-3-pyridyl)piperidine). Procedure: 3-(3,4-Dichlorophenyl)-3-(5-methoxy-2-methyl-3-oxo-2,3-dihydro-1H-isoindol-1-yl)propionaldehyde (0.33 g) was coupled to 4-(2-methylsulfinyl-3-pyridyl)piperidine (0.423 g) by a method similar to that described in Example 8. The reaction product was purified by chromatography and converted to the corresponding hydrochloride salt as described in the Example 8 to afford the title compound (0.26 g); mp 120°-182° C. (d); MS: m/z=586(M+1); NMR(CD3OD): 2.0-2.3 (m,4), 2.6 (m,2), 2.9 (m,5), 3.2-3.3 (m,4),... RXN SMILES: [Cl:1][C:2]1[CH:3]=[C:4]([CH:9]([CH:13]2[C:21]3[C:16](=[CH:17][C:18]([O:22][CH3:23])=[CH:19][CH:20]=3)[C:15](=[O:24])[N:14]2[CH3:25])[CH2:10][CH:11]=O)[CH:5]=[CH:6][C:7]=1[Cl:8].[CH3:26][S:27]([C:29]1[C:34]([CH:35]2[CH2:40][CH2:39][NH:38][CH2:37][CH2:36]2)=[CH:33][CH:32]=[CH:31][N:30]=1)=[O:28]>>[ClH:1].[Cl:1][C:2]1[CH:3]=[C:4]([CH:9]([CH:13]2[C:21]3[C:16](=[CH:17][C:18]([O:22][CH3:23])=[CH:19][CH:20]=3)[C:15](=[O:24])[N:14]2[CH3:25])[CH2:10][CH2:11][N:38]2[CH2:39][CH2:40][CH:35]([C:34]3[C:29]([S:27]([CH3:26])=[O:28])=[N:30][CH:31]=[CH:32][CH:33]=3)[CH2:36][CH2:37]2)[CH:5]=[CH:6][C:7]=1[Cl:8] |f:2.3|. Product: Cl.ClC=1C=C(C=CC1Cl)C(CCN1CCC(CC1)C=1C(=NC=CC1)S(=O)C)C1N(C(C2=CC(=CC=C12)OC)=O)C (3-[1-(3,4-Dichlorophenyl)-3-(4-(2-methylsulfinyl-3-pyridyl)piperidino)propyl]-6-methoxy-2-methyl-2,3-dihydroisoindol-1-one hydrochloride). The yield is 95.7%.